From a dataset of the Open Reaction Database (ORD), a public repository of structured organic reaction records. describe an organic reaction: reactants, conditions, products, and yield Starting materials: O=C([O-])[O-], CCOC(=O)Cc1ccc(OCCCBr)cc1, CC#N, Cc1cccc2nn(-c3cc(Cl)ccc3O)nc12, [Cs+], [Cs+]. Yields the product CCOC(=O)Cc1ccc(OCCCOc2ccc(Cl)cc2-n2nc3cccc(C)c3n2)cc1. RXN SMILES: [C:36](=[O:37])([O-:38])[O-:39].[CH2:19]([CH3:20])[O:21][C:22]([CH2:23][c:24]1[cH:25][cH:26][c:27]([O:30][CH2:31][CH2:32][CH2:33][Br:34])[cH:28][cH:29]1)=[O:35].[CH3:42][C:43]#[N:44].[Cl:1][c:2]1[cH:3][c:4](-[n:9]2[n:10][c:11]3[c:12]([n:13]2)[cH:14][cH:15][cH:16][c:17]3[CH3:18])[c:5]([OH:8])[cH:6][cH:7]1.[Cs+:40].[Cs+:41]>>[Cl:1][c:2]1[cH:3][c:4](-[n:9]2[n:10][c:11]3[c:12]([n:13]2)[cH:14][cH:15][cH:16][c:17]3[CH3:18])[c:5]([O:8][CH2:33][CH2:32][CH2:31][O:30][c:27]2[cH:26][cH:25][c:24]([CH2:23][C:22]([O:21][CH2:19][CH3:20])=[O:35])[cH:29][cH:28]2)[cH:6][cH:7]1.